Dataset: the Open Reaction Database (ORD), a public repository of structured organic reaction records. Task: describe an organic reaction: reactants, conditions, products, and yield The reactants are C1(=CC=CC=C1)C (toluene), ClC1=CC=C(C=C1)N(CCNC=1C=NC=CC1)C(=O)OC (N-(4-chlorophenyl)-N-methoxycarbonyl-N'-(3-pyridyl)ethylenediamine). Run in C(Cl)Cl (methylene chloride). Yields the product ClC1=CC=C(C=C1)N1C(N(CC1)C=1C=NC=CC1)=O (1-(4-chlorophenyl)-3-(3-pyridyl)-2-imidazolidinone). The yield is 56.3%. RXN SMILES: C1(C)C=CC=CC=1.[Cl:8][C:9]1[CH:14]=[CH:13][C:12]([N:15]([C:25]([O:27]C)=O)[CH2:16][CH2:17][NH:18][C:19]2[CH:20]=[N:21][CH:22]=[CH:23][CH:24]=2)=[CH:11][CH:10]=1>C(Cl)Cl>[Cl:8][C:9]1[CH:14]=[CH:13][C:12]([N:15]2[CH2:16][CH2:17][N:18]([C:19]3[CH:20]=[N:21][CH:22]=[CH:23][CH:24]=3)[C:25]2=[O:27])=[CH:11][CH:10]=1. Procedure details: A 10 ml toluene solution of 4.54 g (14.8 mmol) of N-(4-chlorophenyl)-N-methoxycarbonyl-N'-(3-pyridyl)ethylenediamine in a 100 ml round-bottomed flask was heated gradually and, while distilling off toluene, it was heated for 1.5 hours at 190° to 210° C. The amorphous reaction mixture was cooled to room temperature and methylene chloride was added to dissolve. This was purified by column chromatography (silica gel, ethyl acetate:n-hexane=5:1) to obtain 2.28 g (yield 56%) of 1-(4-chlorophenyl)-3-(3... Starting materials: Fc1ccc(Cl)c(F)c1, [K+], O=[N+]([O-])[O-], O=S(=O)(O)O. Yields the product O=[N+]([O-])c1cc(Cl)c(F)cc1F. RXN SMILES: [Cl:1][c:2]1[c:3]([F:9])[cH:4][c:5]([F:8])[cH:6][cH:7]1.[K+:14].[N+:10](=[O:11])([O-:12])[O-:13].[S:15](=[O:16])(=[O:17])([OH:18])[OH:19]>>[Cl:1][c:2]1[c:3]([F:9])[cH:4][c:5]([F:8])[c:6]([N+:10](=[O:11])[O-:12])[cH:7]1.